describe an organic reaction: reactants, conditions, products, and yield From a dataset of the Open Reaction Database (ORD), a public repository of structured organic reaction records. Starting materials: O=C([O-])[O-], CCO, ClCCl, [Cs+], [Cs+], CCOC(=O)c1nc(C#C[Si](C)(C)C)c2c(-c3ccccc3)noc2c1O. Product: C#Cc1nc(C(=O)OCC)c(O)c2onc(-c3ccccc3)c12. As a reaction SMILES: [C:28](=[O:29])([O-:30])[O-:31].[CH3:34][CH2:35][OH:36].[Cl:37][CH2:38][Cl:39].[Cs+:32].[Cs+:33].[OH:1][c:2]1[c:3]2[c:4]([c:5]([C:13]#[C:14][Si:15]([CH3:16])([CH3:17])[CH3:18])[n:6][c:7]1[C:8](=[O:9])[O:10][CH2:11][CH3:12])[c:19](-[c:22]1[cH:23][cH:24][cH:25][cH:26][cH:27]1)[n:20][o:21]2>>[OH:1][c:2]1[c:3]2[c:4]([c:5]([C:13]#[CH:14])[n:6][c:7]1[C:8](=[O:9])[O:10][CH2:11][CH3:12])[c:19](-[c:22]1[cH:23][cH:24][cH:25][cH:26][cH:27]1)[n:20][o:21]2. Starting materials: C(C1=CC=CC=C1)[C@@H]1N(C(OC1)=O)C([C@H]([C@H](O)C1=C(C=C(C=C1)OCC1=CC=CC=C1)CC)OCC)=O ((S)-4-benzyl-3-[(2S,3R)-3-(4-benzyloxy-2-ethyl-phenyl)-2-ethoxy-3-hydroxy-propionyl]-oxazolidin-2-one), C[O-].[Na+] (sodium methoxide). Run in CO (methanol). Yields the product COC([C@H]([C@H](O)C1=C(C=C(C=C1)OCC1=CC=CC=C1)CC)OCC)=O ((2S,3R)-3-(4-benzyloxy-2-ethyl-phenyl)-2-ethoxy-3-hydroxy-propionic acid methyl ester). RXN SMILES: C([C@H]1COC(=O)N1[C:14](=[O:37])[C@@H:15]([O:34][CH2:35][CH3:36])[C@@H:16]([C:18]1[CH:23]=[CH:22][C:21]([O:24][CH2:25][C:26]2[CH:31]=[CH:30][CH:29]=[CH:28][CH:27]=2)=[CH:20][C:19]=1[CH2:32][CH3:33])[OH:17])C1C=CC=CC=1.[CH3:38][O-:39].[Na+]>CO>[CH3:38][O:39][C:14](=[O:37])[C@@H:15]([O:34][CH2:35][CH3:36])[C@@H:16]([C:18]1[CH:23]=[CH:22][C:21]([O:24][CH2:25][C:26]2[CH:27]=[CH:28][CH:29]=[CH:30][CH:31]=2)=[CH:20][C:19]=1[CH2:32][CH3:33])[OH:17] |f:1.2|. Procedure details: In analogy to the procedure described in example 1 b], (S)-4-benzyl-3-[(2S,3R)-3-(4-benzyloxy-2-ethyl-phenyl)-2-ethoxy-3-hydroxy-propionyl]-oxazolidin-2-one was treated with sodium methoxide in methanol to give (2S,3R)-3-(4-benzyloxy-2-ethyl-phenyl)-2-ethoxy-3-hydroxy-propionic acid methyl ester as colorless liquid. According to 1H-NMR spectroscopy, one single diastereomer was obtained. Starting materials: CCOC(=O)CBr, CCO, O=C1CC(c2ccc(Cl)cc2)CN1, [Na]. Product: CCOC(=O)CN1CC(c2ccc(Cl)cc2)CC1=O. As a reaction SMILES: [CH2:15]([CH3:16])[O:17][C:18]([CH2:19][Br:20])=[O:21].[CH3:22][CH2:23][OH:24].[Cl:2][c:3]1[cH:4][cH:5][c:6]([CH:9]2[CH2:10][C:11](=[O:14])[NH:12][CH2:13]2)[cH:7][cH:8]1.[Na:1]>>[Cl:2][c:3]1[cH:4][cH:5][c:6]([CH:9]2[CH2:10][C:11](=[O:14])[N:12]([CH2:19][C:18]([O:17][CH2:15][CH3:16])=[O:21])[CH2:13]2)[cH:7][cH:8]1. The reactants are CC(C)OC(=O)N1CCC(Oc2ncnc3c2CCN3c2ccc(Br)cc2)CC1, CSSC, Br[Ni]Br, CN(C)C=O, [Zn]. The product is CSc1ccc(N2CCc3c(OC4CCN(C(=O)OC(C)C)CC4)ncnc32)cc1. As a reaction SMILES: [Br:1][c:2]1[cH:3][cH:4][c:5]([N:8]2[CH2:9][CH2:10][c:11]3[c:12]2[n:13][cH:14][n:15][c:16]3[O:17][CH:18]2[CH2:19][CH2:20][N:21]([C:24](=[O:25])[O:26][CH:27]([CH3:28])[CH3:29])[CH2:22][CH2:23]2)[cH:6][cH:7]1.[CH3:30][S:31][S:32][CH3:33].[Ni:34]([Br:35])[Br:36].[O:38]=[CH:39][N:40]([CH3:41])[CH3:42].[Zn:37]>>[c:2]1([S:31][CH3:30])[cH:3][cH:4][c:5]([N:8]2[CH2:9][CH2:10][c:11]3[c:12]2[n:13][cH:14][n:15][c:16]3[O:17][CH:18]2[CH2:19][CH2:20][N:21]([C:24](=[O:25])[O:26][CH:27]([CH3:28])[CH3:29])[CH2:22][CH2:23]2)[cH:6][cH:7]1. Reaction SMILES: C(=O)([O-])[O-].[K+].[K+].[I-].[Na+].[CH3:9][CH:10]([CH3:26])[C:11]([NH:13][C:14]1[CH:19]=[CH:18][CH:17]=[C:16]([CH:20]2[CH2:25][CH2:24][NH:23][CH2:22][CH2:21]2)[CH:15]=1)=[O:12].Cl[CH2:28][CH2:29][C@H:30]([N:37]1[C:45](=[O:46])[C:44]2[C:39](=[CH:40][CH:41]=[CH:42][CH:43]=2)[C:38]1=[O:47])[C:31]1[CH:36]=[CH:35][CH:34]=[CH:33][CH:32]=1>CN(C=O)C.O>[O:46]=[C:45]1[C:44]2[C:39](=[CH:40][CH:41]=[CH:42][CH:43]=2)[C:38](=[O:47])[N:37]1[C@H:30]([C:31]1[CH:32]=[CH:33][CH:34]=[CH:35][CH:36]=1)[CH2:29][CH2:28][N:23]1[CH2:24][CH2:25][CH:20]([C:16]2[CH:15]=[C:14]([NH:13][C:11](=[O:12])[CH:10]([CH3:26])[CH3:9])[CH:19]=[CH:18][CH:17]=2)[CH2:21][CH2:22]1 |f:0.1.2,3.4|. Run in CN(C)C=O (DMF), O (water). Run at temperature 100 celsius, time 3 hour. Procedure details: A mixture of potassium carbonate (29.2 mg, 0.211 mmol), sodium iodide (47.5 mg, 0.317 mmol), 2-methyl-N-[3-(4-piperidinyl)phenyl]propanamide (51.8 mg, 0.211 mmol) and 2-[(1S)-3-chloro-1-phenylpropyl]-1H-isoindole-1,3(2H)-dione (63.1 mg, 0.211 mmol) in DMF (5.0 mL) was stirred at 100° C. for 3 hrs, at which time TLC indicated that the reaction was complete. The reaction mixture was cooled to room temperature, poured into water (50 mL) and the aqueous layer was extracted with methylene chloride (3... The yield is 68.9%. Reactants: C([O-])([O-])=O.[K+].[K+] (potassium carbonate), [I-].[Na+] (sodium iodide), CC(C(=O)NC1=CC(=CC=C1)C1CCNCC1)C (2-methyl-N-[3-(4-piperidinyl)phenyl]propanamide), ClCC[C@@H](C1=CC=CC=C1)N1C(C2=CC=CC=C2C1=O)=O (2-[(1S)-3-chloro-1-phenylpropyl]-1H-isoindole-1,3(2H)-dione). The product is O=C1N(C(C2=CC=CC=C12)=O)[C@@H](CCN1CCC(CC1)C=1C=C(C=CC1)NC(C(C)C)=O)C1=CC=CC=C1 (N-(3-{1-[(3S)-3-(1,3-DIOXO-1,3-DIHYDRO-2H-ISOINDOL-2-YL)-3-PHENYLPROPYL]-4-PIPERIDINYL}PHENYL)-2-METHYLPROPANAMIDE). Reactants: CC1(C(=N[C@]2(C(S1(=O)=O)CCOC1=C2C=C(C=C1)[N+](=O)[O-])C)NC(OC(C)(C)C)=O)C (tert-butyl ((11bR)-3,3,11b-trimethyl-10-nitro-4,4-dioxido-4a,5,6,11b-tetrahydro-3H-benzo[6,7]oxepino[4,5-b][1,4]thiazin-2-yl)carbamate). Reagents/catalysts: [Pd] (palladium), [Pd] (palladium). The solvent is CCOC(=O)C (EtOAc), CCO (EtOH). Conditions: time 2 hour. Product: NC=1C=CC2=C([C@@]3(C(S(C(C(=N3)NC(OC(C)(C)C)=O)(C)C)(=O)=O)CCO2)C)C1 (tert-butyl ((11bR)-10-amino-3,3,11b-trimethyl-4,4-dioxido-4a,5,6,11b-tetrahydro-3H-benzo[6,7]oxepino[4,5-b][1,4]thiazin-2-yl)carbamate). As a reaction SMILES: [CH3:1][C:2]1([CH3:31])[S:7](=[O:9])(=[O:8])[CH:6]2[CH2:10][CH2:11][O:12][C:13]3[CH:18]=[CH:17][C:16]([N+:19]([O-])=O)=[CH:15][C:14]=3[C@@:5]2([CH3:22])[N:4]=[C:3]1[NH:23][C:24](=[O:30])[O:25][C:26]([CH3:29])([CH3:28])[CH3:27]>CCOC(C)=O.CCO.[Pd]>[NH2:19][C:16]1[CH:17]=[CH:18][C:13]2[O:12][CH2:11][CH2:10][CH:6]3[S:7](=[O:8])(=[O:9])[C:2]([CH3:31])([CH3:1])[C:3]([NH:23][C:24](=[O:30])[O:25][C:26]([CH3:27])([CH3:28])[CH3:29])=[N:4][C@:5]3([CH3:22])[C:14]=2[CH:15]=1. Reported procedure: A solution of tert-butyl ((11bR)-3,3,11b-trimethyl-10-nitro-4,4-dioxido-4a,5,6,11b-tetrahydro-3H-benzo[6,7]oxepino[4,5-b][1,4]thiazin-2-yl)carbamate (190 mg, 0.419 mmol) (1.9:1 mixture of trans/cis epimers) in EtOAc (3 ml) and EtOH (1.000 ml) was hydrogenated (balloon) in the presence of palladium (10% wt. on activated carbon) (44.6 mg, 0.042 mmol) for 2 hr at rt. Additional palladium, 10% wt. on activated carbon (44.6 mg, 0.042 mmol) was added and hydrogenation continued for additional 2 h. The... Starting materials: Cc1nc2c(OCc3c(Cl)ccc(N(C)C(=O)CNC(=O)C=Cc4ccc(NC(=O)CCC(=O)O)cc4)c3Cl)cccn2c1Br, CC(=O)[O-], CC(=O)OC(C)=O, [Na+]. Yields the product Cc1nc2c(OCc3c(Cl)ccc(N(C)C(=O)CNC(=O)C=Cc4ccc(N5C(=O)CCC5=O)cc4)c3Cl)cccn2c1Br. RXN SMILES: [Br:1][c:2]1[c:3]([CH3:45])[n:4][c:5]2[n:6]1[cH:7][cH:8][cH:9][c:10]2[O:11][CH2:12][c:13]1[c:14]([Cl:44])[c:15]([N:20]([CH3:21])[C:22]([CH2:23][NH:24][C:25]([CH:26]=[CH:27][c:28]2[cH:29][cH:30][c:31]([NH:34][C:35]([CH2:36][CH2:37][C:38](=[O:39])[OH:40])=[O:41])[cH:32][cH:33]2)=[O:42])=[O:43])[cH:16][cH:17][c:18]1[Cl:19].[CH3:47][C:48](=[O:49])[O-:50].[CH3:51][C:52]([O:53][C:54](=[O:55])[CH3:56])=[O:57].[Na+:46]>>[Br:1][c:2]1[c:3]([CH3:45])[n:4][c:5]2[n:6]1[cH:7][cH:8][cH:9][c:10]2[O:11][CH2:12][c:13]1[c:14]([Cl:44])[c:15]([N:20]([CH3:21])[C:22]([CH2:23][NH:24][C:25]([CH:26]=[CH:27][c:28]2[cH:29][cH:30][c:31]([N:34]3[C:35](=[O:41])[CH2:36][CH2:37][C:38]3=[O:40])[cH:32][cH:33]2)=[O:42])=[O:43])[cH:16][cH:17][c:18]1[Cl:19].